From a dataset of the Open Reaction Database (ORD), a public repository of structured organic reaction records. describe an organic reaction: reactants, conditions, products, and yield Starting materials: C1(CCCCC1)OC=1C=C2C(=CNC2=CC1)C=1CCN(CC1)C (5-cyclohexyloxy-3-(1-methyl-1,2,3,6-tetrahydro-4-pyridinyl)-1H-indole), ClC1=C(C(=O)Cl)C=CC=C1 (2-chlorobenzoyl chloride). The product is ClC1=C(C(=O)N2C=C(C3=CC(=CC=C23)OC2CCCCC2)C=2CCN(CC2)C)C=CC=C1 (1-(2-Chlorobenzoyl)-5-cyclohexyloxy-3-(1-methyl-1,2,3,6-tetrahydro-4-pyridinyl) indole). As a reaction SMILES: [CH:1]1([O:7][C:8]2[CH:9]=[C:10]3[C:14](=[CH:15][CH:16]=2)[NH:13][CH:12]=[C:11]3[C:17]2[CH2:18][CH2:19][N:20]([CH3:23])[CH2:21][CH:22]=2)[CH2:6][CH2:5][CH2:4][CH2:3][CH2:2]1.[Cl:24][C:25]1[CH:33]=[CH:32][CH:31]=[CH:30][C:26]=1[C:27](Cl)=[O:28]>>[Cl:24][C:25]1[CH:33]=[CH:32][CH:31]=[CH:30][C:26]=1[C:27]([N:13]1[C:14]2[C:10](=[CH:9][C:8]([O:7][CH:1]3[CH2:6][CH2:5][CH2:4][CH2:3][CH2:2]3)=[CH:16][CH:15]=2)[C:11]([C:17]2[CH2:18][CH2:19][N:20]([CH3:23])[CH2:21][CH:22]=2)=[CH:12]1)=[O:28]. Procedure: (12.5 mg, 33%); from 5-cyclohexyloxy-3-(1-methyl-1,2,3,6-tetrahydro-4-pyridinyl)-1H-indole (Example 4c, 25.7 mg, 0.083 mmol) and 2-chlorobenzoyl chloride (25 uL, 0.20 mmol); HRMS-FAB+ for C27H29N2O2Cl: calculated MH+ : 449.19958; found: 449.19815. Starting materials: C(C)(=O)C1=CC=C(C(=C1OC(C(=O)[O-])CC)CCC)OCCCl (6-acetyl-3-(2-chloroethoxy)-2-propylphenoxybutyrate), OC1=C(C=CC(=C1CCC)S)C(C)=O ((2-hydroxy-4-mercapto-3-propylphenyl)-ethanone), [I-].[K+] (potassium iodide), C([O-])([O-])=O.[K+].[K+] (potassium carbonate), CC(=O)C (acetone). Conditions: time 19 hour. The product is C(C)(=O)C1=CC=C(C(=C1OCCCC(=O)OCC)CCC)OCCSC1=C(C(=C(C=C1)C(C)=O)O)CCC (Ethyl 4-[6-acetyl-3-[2-(4-acetyl-3-hydroxy-2-propylphenylthio)-ethoxy]-2-propylphenoxy]butyrate). Yield: 82.8%. Reaction SMILES: [C:1]([C:4]1[C:9]([O:10][CH:11]([CH2:15][CH3:16])C([O-])=O)=[C:8]([CH2:17][CH2:18][CH3:19])[C:7]([O:20][CH2:21][CH2:22]Cl)=[CH:6][CH:5]=1)(=[O:3])[CH3:2].[OH:24][C:25]1[C:30]([CH2:31][CH2:32][CH3:33])=[C:29]([SH:34])[CH:28]=[CH:27][C:26]=1[C:35](=[O:37])[CH3:36].[I-].[K+].[C:40](=[O:43])([O-])[O-:41].[K+].[K+].[CH3:46][C:47](C)=O>>[C:1]([C:4]1[C:9]([O:10][CH2:11][CH2:15][CH2:16][C:40]([O:41][CH2:46][CH3:47])=[O:43])=[C:8]([CH2:17][CH2:18][CH3:19])[C:7]([O:20][CH2:21][CH2:22][S:34][C:29]2[CH:28]=[CH:27][C:26]([C:35](=[O:37])[CH3:36])=[C:25]([OH:24])[C:30]=2[CH2:31][CH2:32][CH3:33])=[CH:6][CH:5]=1)(=[O:3])[CH3:2] |f:2.3,4.5.6|. Procedure details: A mixture of ethyl 4-(6-acetyl-3-(2-chloroethoxy)-2-propylphenoxybutyrate (0.60 g), (2-hydroxy-4-mercapto-3-propylphenyl)-ethanone (0.51 g), potassium iodide (0.1 g) and potassium carbonate (0.65 g) in acetone (40 ml) was heated and refluxed with stirring for 19 hours. After cooled, inorganic materials were separated by filtration and the filtrate was concentrated. The resultant residue was separated and purified through silica gel column chromatography (eluting with benzene:ethyl acetate=15:1, ... The reactants are CC(C)(C)n1nc(CCC=O)cc1-c1ccccc1, Cc1cccc(N2CCNCC2C)c1, CCN(C(C)C)C(C)C. Product: Cc1cccc(N2CCN(CCCc3cc(-c4ccccc4)n(C(C)(C)C)n3)CC2C)c1. As a reaction SMILES: [C:1]([CH3:2])([CH3:3])([CH3:4])[n:5]1[n:6][c:7]([CH2:16][CH2:17][CH:18]=[O:19])[cH:8][c:9]1-[c:10]1[cH:11][cH:12][cH:13][cH:14][cH:15]1.[CH3:20][CH:21]1[N:22]([c:27]2[cH:28][c:29]([CH3:33])[cH:30][cH:31][cH:32]2)[CH2:23][CH2:24][NH:25][CH2:26]1.[CH:34]([N:35]([CH2:36][CH3:37])[CH:38]([CH3:39])[CH3:40])([CH3:41])[CH3:42]>>[C:1]([CH3:2])([CH3:3])([CH3:4])[n:5]1[n:6][c:7]([CH2:16][CH2:17][CH2:18][N:25]2[CH2:24][CH2:23][N:22]([c:27]3[cH:28][c:29]([CH3:33])[cH:30][cH:31][cH:32]3)[CH:21]([CH3:20])[CH2:26]2)[cH:8][c:9]1-[c:10]1[cH:11][cH:12][cH:13][cH:14][cH:15]1.